This data is from the Open Reaction Database (ORD), a public repository of structured organic reaction records. The task is: describe an organic reaction: reactants, conditions, products, and yield The reactants are FC=1C(=C(C2=C(C=CO2)C1)Br)Cl (5-fluoro-6-chloro-7-bromobenzofuran), C[C@H]1NCCNC1 (2(R)-methylpiperazine). Yields the product Cl.FC=1C(=C(C2=C(C=CO2)C1)N1C[C@H](NCC1)C)Cl (1-(5-fluoro-6-chlorobenzofur-7-yl)-3(R)-methylpiperazine Hydrochloride). RXN SMILES: [F:1][C:2]1[C:3]([Cl:12])=[C:4](Br)[C:5]2[O:9][CH:8]=[CH:7][C:6]=2[CH:10]=1.[CH3:13][C@@H:14]1[CH2:19][NH:18][CH2:17][CH2:16][NH:15]1>>[ClH:12].[F:1][C:2]1[C:3]([Cl:12])=[C:4]([N:18]2[CH2:17][CH2:16][NH:15][C@H:14]([CH3:13])[CH2:19]2)[C:5]2[O:9][CH:8]=[CH:7][C:6]=2[CH:10]=1 |f:2.3|. Procedure: Beginning with 0.24 gm (0.95 mmol) 5-fluoro-6-chloro-7-bromobenzofuran and 0.09 gm (0.95 mmol) 2(R)-methylpiperazine, the title compound was prepared essentially as described in GENERAL PROCEDURE IV. The reactants are ClC1=C(C=CC(=C1)Cl)CC(CN1CCCC1)(CC=C)C (N-[3-(2,4-dichlorophenyl)-2-methyl-2-(prop-2-en-1-yl)-propyl]-pyrrolidine), C(C=C)Br (allyl bromide). Solvent: C(C)(=O)OCC (ethyl acetate). Yields the product [Br-].C(C=C)[N+]1(CCCC1)CC(CC1=C(C=C(C=C1)Cl)Cl)(CC=C)C (N-Allyl-N-[3-(2,4-dichlorophenyl)-2-methyl-2-(prop-2-en-1-yl)-propyl]-pyrrolidinium bromide). Reaction SMILES: [Cl:1][C:2]1[CH:7]=[C:6]([Cl:8])[CH:5]=[CH:4][C:3]=1[CH2:9][C:10]([CH3:20])([CH2:17][CH:18]=[CH2:19])[CH2:11][N:12]1[CH2:16][CH2:15][CH2:14][CH2:13]1.[CH2:21]([Br:24])[CH:22]=[CH2:23]>C(OCC)(=O)C>[Br-:24].[CH2:23]([N+:12]1([CH2:11][C:10]([CH3:20])([CH2:17][CH:18]=[CH2:19])[CH2:9][C:3]2[CH:4]=[CH:5][C:6]([Cl:8])=[CH:7][C:2]=2[Cl:1])[CH2:16][CH2:15][CH2:14][CH2:13]1)[CH:22]=[CH2:21] |f:3.4|. Procedure: A solution of 40 g of (X) and 31.5 g of allyl bromide in 300 ml of ethyl acetate was refluxed for 5 hours. The precipitated product was filtered off under suction, washed with ethyl acetate and dried under reduced pressure. Yield: 15 g; melting point: 174° C. (compound No. 56). The reactants are CCCC(CC(=O)OC)(c1ccc(OC)cc1)c1ccc(OC)cc1, [K+], C1COCCO1, [OH-], O. Product: CCCC(CC(=O)O)(c1ccc(OC)cc1)c1ccc(OC)cc1. As a reaction SMILES: [CH3:1][O:2][c:3]1[cH:4][cH:5][c:6]([C:9]([CH2:10][C:11](=[O:12])[O:13][CH3:14])([CH2:15][CH2:16][CH3:17])[c:18]2[cH:19][cH:20][c:21]([O:24][CH3:25])[cH:22][cH:23]2)[cH:7][cH:8]1.[K+:33].[O:26]1[CH2:27][CH2:28][O:29][CH2:30][CH2:31]1.[OH-:32].[OH2:34]>>[CH3:1][O:2][c:3]1[cH:4][cH:5][c:6]([C:9]([CH2:10][C:11](=[O:12])[OH:13])([CH2:15][CH2:16][CH3:17])[c:18]2[cH:19][cH:20][c:21]([O:24][CH3:25])[cH:22][cH:23]2)[cH:7][cH:8]1. Starting materials: C(C)OC(=O)C1=C(C=2C=NC=CC2N1C)NC1=C(C=C(C=C1)I)F (3-(2-fluoro-4-iodo-phenylamino)-1-methyl-1H-pyrrolo[3,2-c]pyridine-2-carboxylic acid ethyl ester). The solvent is IMS, [OH-].[Na+] (sodium hydroxide). Conditions: temperature 65 celsius. Yields the product FC1=C(C=CC(=C1)I)NC1=C(N(C2=C1C=NC=C2)C)C(=O)O (3-(2-Fluoro-4-iodo-phenylamino)-1-methyl-1H-pyrrolo[3,2-c]pyridine-2-carboxylic acid). Yield: 97.3%. Reaction SMILES: C([O:3][C:4]([C:6]1[N:14]([CH3:15])[C:13]2[CH:12]=[CH:11][N:10]=[CH:9][C:8]=2[C:7]=1[NH:16][C:17]1[CH:22]=[CH:21][C:20]([I:23])=[CH:19][C:18]=1[F:24])=[O:5])C>[OH-].[Na+]>[F:24][C:18]1[CH:19]=[C:20]([I:23])[CH:21]=[CH:22][C:17]=1[NH:16][C:7]1[C:8]2[CH:9]=[N:10][CH:11]=[CH:12][C:13]=2[N:14]([CH3:15])[C:6]=1[C:4]([OH:5])=[O:3] |f:1.2|. Procedure: A mixture of 3-(2-fluoro-4-iodo-phenylamino)-1-methyl-1H-pyrrolo[3,2-c]pyridine-2-carboxylic acid ethyl ester (88 mg, 0.20 mmol), 1M aqueous sodium hydroxide solution (220 μl) and IMS (3 ml) was heated at 65° C. for 2 hours. After cooling to ambient temperature the solvent was evaporated, the resultant residue was dissolved in water and the pH of the solution was adjusted to 7 by the addition of 1N HCl solution. The precipitated solid was collected by filtration, washed with water (2 mL) then di... Starting materials: C(CCC)C1=NC2=C(N1CC1=CC=C(C=C1)C=1C(=CC=CC1)C(=O)OC)C=C(C=C2)C(C(C)C(=O)O)=O (methyl 4'-[(2-n-butyl-6-(2-carboxy-propionyl)-benzimidazol-1-yl)-methyl]biphenyl-2-carboxylate), [OH-].[Na+] (sodium hydroxide). Solvent: CO (methanol). The product is C(CCC)C1=NC2=C(N1CC1=CC=C(C=C1)C=1C(=CC=CC1)C(=O)O)C=C(C=C2)C(C(C)C(=O)O)=O (4'-[(2-n-Butyl-6-(2-carboxy-propionyl)-benzimidazol-1-yl)-methyl]biphenyl-2-carboxylic acid). As a reaction SMILES: [CH2:1]([C:5]1[N:9]([CH2:10][C:11]2[CH:16]=[CH:15][C:14]([C:17]3[C:18]([C:23]([O:25]C)=[O:24])=[CH:19][CH:20]=[CH:21][CH:22]=3)=[CH:13][CH:12]=2)[C:8]2[CH:27]=[C:28]([C:31](=[O:37])[CH:32]([C:34]([OH:36])=[O:35])[CH3:33])[CH:29]=[CH:30][C:7]=2[N:6]=1)[CH2:2][CH2:3][CH3:4].[OH-].[Na+]>CO>[CH2:1]([C:5]1[N:9]([CH2:10][C:11]2[CH:12]=[CH:13][C:14]([C:17]3[C:18]([C:23]([OH:25])=[O:24])=[CH:19][CH:20]=[CH:21][CH:22]=3)=[CH:15][CH:16]=2)[C:8]2[CH:27]=[C:28]([C:31](=[O:37])[CH:32]([C:34]([OH:36])=[O:35])[CH3:33])[CH:29]=[CH:30][C:7]=2[N:6]=1)[CH2:2][CH2:3][CH3:4] |f:1.2|. Reported procedure: Prepared in analogous manner to Example 72 from methyl 4'-[(2-n-butyl-6-(2-carboxy-propionyl)-benzimidazol-1-yl)-methyl]biphenyl-2-carboxylate and sodium hydroxide solution/methanol. The reactants are CC(C)(C)OC(=O)C(C)(C)Br, O=C([O-])[O-], CN(C)C=O, O=Cc1cc(Cl)ccc1O, [Cs+], [Cs+]. Product: CC(C)(C)OC(=O)C(C)(C)Oc1ccc(Cl)cc1C=O. As a reaction SMILES: [C:11]([CH3:12])([CH3:13])([CH3:14])[O:15][C:16]([C:17]([CH3:18])([CH3:19])[Br:20])=[O:21].[C:22](=[O:23])([O-:24])[O-:25].[CH3:28][N:29]([CH3:30])[CH:31]=[O:32].[Cl:1][c:2]1[cH:3][cH:4][c:5]([OH:10])[c:6]([CH:7]=[O:8])[cH:9]1.[Cs+:26].[Cs+:27]>>[Cl:1][c:2]1[cH:3][cH:4][c:5]([O:10][C:17]([C:16]([O:15][C:11]([CH3:12])([CH3:13])[CH3:14])=[O:21])([CH3:18])[CH3:19])[c:6]([CH:7]=[O:8])[cH:9]1.